This data is from the Open Reaction Database (ORD), a public repository of structured organic reaction records. The task is: describe an organic reaction: reactants, conditions, products, and yield The reactants are ClCCl, CCO, CC(C)=O, CCOC(C)=O, CC(C)O, Cl, [H][H], O=[N+]([O-])c1ccc(CCCC[N-]Cc2ccccc2)cc1, [Na+], [Na+], [Na+], O=S(=O)([O-])[O-], [OH-]. Yields the product Cl, Nc1ccc(CCCC[N-]Cc2ccccc2)cc1. Reaction SMILES: [CH2:37]([Cl:38])[Cl:39].[CH3:34][CH2:35][OH:36].[CH3:44][C:45](=[O:46])[CH3:47].[CH3:48][CH2:49][O:50][C:51](=[O:52])[CH3:53].[CH:40]([OH:41])([CH3:42])[CH3:43].[ClH:33].[H:22][H:23].[N+:1]([O-:2])(=[O:3])[c:4]1[cH:5][cH:6][c:7]([CH2:10][CH2:11][CH2:12][CH2:13][N-:14][CH2:15][c:16]2[cH:17][cH:18][cH:19][cH:20][cH:21]2)[cH:8][cH:9]1.[Na+:25].[Na+:26].[Na+:27].[O-:28][S:29](=[O:30])(=[O:31])[O-:32].[OH-:24]>>[ClH:33].[NH2:1][c:4]1[cH:5][cH:6][c:7]([CH2:10][CH2:11][CH2:12][CH2:13][N-:14][CH2:15][c:16]2[cH:17][cH:18][cH:19][cH:20][cH:21]2)[cH:8][cH:9]1. Starting materials: ClC=1C(=C(CN2C3=CC=CC=C3C=3C=C(N=CC23)C(=O)O)C(=CC1)F)F (9-(3-chloro-2,6-difluorobenzyl)-9H-β-carboline-3-carboxylic acid), C(C1=CC=CC=C1)ON (O-benzyl hydroxyamine). The product is C(C1=CC=CC=C1)ONC(=O)C=1N=CC=2N(C3=CC=CC=C3C2C1)CC1=C(C(=CC=C1F)Cl)F (N-(Benzyloxy)-9-(3-chloro-2,6-difluorobenzyl)-9H-β-carboline-3-carboxamide). RXN SMILES: [Cl:1][C:2]1[C:3]([F:26])=[C:4]([C:22]([F:25])=[CH:23][CH:24]=1)[CH2:5][N:6]1[C:18]2[CH:17]=[N:16][C:15]([C:19]([OH:21])=O)=[CH:14][C:13]=2[C:12]2[C:7]1=[CH:8][CH:9]=[CH:10][CH:11]=2.[CH2:27]([O:34][NH2:35])[C:28]1[CH:33]=[CH:32][CH:31]=[CH:30][CH:29]=1>>[CH2:27]([O:34][NH:35][C:19]([C:15]1[N:16]=[CH:17][C:18]2[N:6]([CH2:5][C:4]3[C:22]([F:25])=[CH:23][CH:24]=[C:2]([Cl:1])[C:3]=3[F:26])[C:7]3[C:12]([C:13]=2[CH:14]=1)=[CH:11][CH:10]=[CH:9][CH:8]=3)=[O:21])[C:28]1[CH:33]=[CH:32][CH:31]=[CH:30][CH:29]=1. Procedure details: The title compound is prepared by coupling of 9-(3-chloro-2,6-difluorobenzyl)-9H-β-carboline-3-carboxylic acid and O-benzyl hydroxyamine under conditions similar to those provided in step (b) of example 7.